Dataset: the Open Reaction Database (ORD), a public repository of structured organic reaction records. Task: describe an organic reaction: reactants, conditions, products, and yield Reactants: ClC1=CC(=CC=C1)C(=O)OO (m-chloroperbenzoic acid), C(CCC=C)OC1=CC=C(C(=O)N2CCC(CC2)N2C(=O)CCC3=CC=CC=C23)C=C1 (1-{1-[4-(4-Pentenyloxy)benzoyl]-4-piperidinyl}-3,4-dihydrocarbostyril), C(O)([O-])=O.[Na+] (sodium hydrogen carbonate). Run in ClCCl (dichloromethane). Run at time 8 hour. Product: O1C(C1)CCCOC1=CC=C(C(=O)N2CCC(CC2)N2C(=O)CCC3=CC=CC=C23)C=C1 (1-{1-[4-(3-oxiranylpropoxy)benzoyl]-4-piperidinyl}-3,4-dihydrocarbostyril). Yield: 72.2%. As a reaction SMILES: [CH2:1]([O:6][C:7]1[CH:31]=[CH:30][C:10]([C:11]([N:13]2[CH2:18][CH2:17][CH:16]([N:19]3[C:29]4[C:24](=[CH:25][CH:26]=[CH:27][CH:28]=4)[CH2:23][CH2:22][C:20]3=[O:21])[CH2:15][CH2:14]2)=[O:12])=[CH:9][CH:8]=1)[CH2:2][CH2:3][CH:4]=[CH2:5].ClC1C=CC=C(C(OO)=[O:40])C=1.C(=O)([O-])O.[Na+]>ClCCl>[O:40]1[CH2:5][CH:4]1[CH2:3][CH2:2][CH2:1][O:6][C:7]1[CH:31]=[CH:30][C:10]([C:11]([N:13]2[CH2:18][CH2:17][CH:16]([N:19]3[C:29]4[C:24](=[CH:25][CH:26]=[CH:27][CH:28]=4)[CH2:23][CH2:22][C:20]3=[O:21])[CH2:15][CH2:14]2)=[O:12])=[CH:9][CH:8]=1 |f:2.3|. Procedure details: 1-{1-[4-(4-Pentenyloxy)benzoyl]-4-piperidinyl}-3,4-dihydrocarbostyril (2 g) is dissolved in dichloromethane (50 ml) and thereto is added gradually m-chloroperbenzoic acid (1.6 g) at room temperature. The mixture is stirred under the same conditions overnight and the reaction mixture is poured into aqueous sodium hydrogen carbonate solution and the mixture is extracted with chloroform and dried with magnesium sulfate. The solvent is distilled off and the resulting residue is purified by silica ge... The reactants are NC1=CC=C(C=C1)C1=C2CNC(C2=CC=C1)=O (4-(4-aminophenyl)-1-isoindolinone), CN1CCOCC1 (N-methylmorpholine), CC=1C=C(C=CC1)N=C=O (3-methylphenyl isocyanate). The solvent is C1CCOC1 (THF), C1CCOC1 (THF). Run at time 1 hour. Product: CC=1C=C(C=CC1)NC(=O)NC1=CC=C(C=C1)C1=C2CNC(C2=CC=C1)=O (N-(3-methylphenyl)-N′-[4-(1-oxo-2,3-dihydro-1H-isoindol-4-yl)phenyl]urea). Yield: 94.8%. As a reaction SMILES: [NH2:1][C:2]1[CH:7]=[CH:6][C:5]([C:8]2[CH:16]=[CH:15][CH:14]=[C:13]3[C:9]=2[CH2:10][NH:11][C:12]3=[O:17])=[CH:4][CH:3]=1.CN1CCOCC1.[CH3:25][C:26]1[CH:27]=[C:28]([N:32]=[C:33]=[O:34])[CH:29]=[CH:30][CH:31]=1>C1COCC1>[CH3:25][C:26]1[CH:27]=[C:28]([NH:32][C:33]([NH:1][C:2]2[CH:3]=[CH:4][C:5]([C:8]3[CH:16]=[CH:15][CH:14]=[C:13]4[C:9]=3[CH2:10][NH:11][C:12]4=[O:17])=[CH:6][CH:7]=2)=[O:34])[CH:29]=[CH:30][CH:31]=1. Procedure: An 0° C. suspension of Example 1D (1.94 g, 8.68 mmol) in THF (44 mL) was sequentially treated dropwise with N-methylmorpholine (0.95 mL, 8.68 mmol) and 3-methylphenyl isocyanate (1.12 mL, 8.68 mmol). The mixture was stirred for 1 hour, diluted with THF (20 mL), stirred at room temperature for 3 hours, and quenched with water (20 mL). The organic phase was washed with brine, dried (MgSO4), filtered, and concentrated. The residue was suspended in 5% methanol/dichloromethane and filtered. The filte... Starting materials: C(CCC)[Li] (n-butyllithium), solution, N1=CC=C(C2=CC=CC=C12)N1CCN(CC1)C(=O)OCC (ethyl 4-(4-quinolyl)piperazine-1-carboxylate), [OH-].[Na+] (NaOH), C(C)OP(OCC)(=O)C (Diethylmethylphosphonate). Solvent: CCCCCC (hexane), C1CCOC1 (THF), C1CCOC1 (THF), O (water), C(C)(=O)O (acetic acid). Conditions: temperature -78 celsius, time 20 minute. The product is C(C)OP(=O)(OCC)CC(=O)N1CCN(CC1)C1=CC=NC2=CC=CC=C12 (2-Diethoxyphosphoryl-1-[4-(4-quinolyl)piperazin-1-yl]ethanone). RXN SMILES: [CH2:1]([O:3][P:4]([CH3:9])(=[O:8])[O:5][CH2:6][CH3:7])[CH3:2].C([Li])CCC.[N:15]1[C:24]2[C:19](=[CH:20][CH:21]=[CH:22][CH:23]=2)[C:18]([N:25]2[CH2:30][CH2:29][N:28]([C:31](OCC)=[O:32])[CH2:27][CH2:26]2)=[CH:17][CH:16]=1.[OH-].[Na+]>C1COCC1.CCCCCC.O.C(O)(=O)C>[CH2:1]([O:3][P:4]([CH2:9][C:31]([N:28]1[CH2:29][CH2:30][N:25]([C:18]2[C:19]3[C:24](=[CH:23][CH:22]=[CH:21][CH:20]=3)[N:15]=[CH:16][CH:17]=2)[CH2:26][CH2:27]1)=[O:32])([O:5][CH2:6][CH3:7])=[O:8])[CH3:2] |f:3.4|. Procedure details: Diethylmethylphosphonate (302.8 mg, 2 mmol) was dissolved in anhydrous THF (2.5 ml), the mixture was cooled to −78° C. under argon, n-butyllithium (2.11 mmol, 846 μl of a 2.5 M solution in hexane) was added dropwise with stirring. After addition was complete, stirring was continued for 20 minutes, after which ethyl 4-(4-quinolyl)piperazine-1-carboxylate (284 mg, 1 mmol) dissolved in 0.5 μl THF was added dropwise. The mixture was allowed to reach room temperature overnight with continued stirring... Yields the product CC1=CC=C(C(=O)C2=CC=C(C=C2)C)C=C1 (4,4′-dimethylbenzophenone). The yield is 28.0%. As a reaction SMILES: C([O-])(O)=O.[Na+].[C:6]1([CH3:12])[CH:11]=[CH:10][CH:9]=[CH:8][CH:7]=1.[C:13]1([CH3:22])[CH:18]=[CH:17][C:16]([C:19](O)=[O:20])=[CH:15][CH:14]=1>O>[CH3:12][C:6]1[CH:11]=[CH:10][C:9]([C:19]([C:16]2[CH:17]=[CH:18][C:13]([CH3:22])=[CH:14][CH:15]=2)=[O:20])=[CH:8][CH:7]=1 |f:0.1|. Reactants: C(=O)(O)[O-].[Na+] (NaHCO3), C1(=CC=CC=C1)C (toluene), C1(=CC=C(C=C1)C(=O)O)C (para-toluic acid). Run in Example 3;once, O (water), O (water), O (water). Reported procedure: The three water extracts from Example 4 (excluding the NaHCO3 extracts) were charged into a 200 mL flask along with toluene (50 mL) and para-toluic acid (1.36 g). The mixture was heated and water was removed azeotropically as in Example 3;once approximately 40 mL of water had been removed a further 50 mL toluene was added. Then, when a total of 75 mL of water had been removed, a final 25 mL toluene was added. The reflux was terminated after 18 hours. After workup (as in Example 3) the reaction g... The reactants are CN(C1(CCC(CC1)=O)C1=CC=CC=C1)C (4-dimethylamino-4-phenyl-cyclohexanone), C(CC)N (n-propylamine), [OH-].[Na+] (sodium hydroxide), C(C)(=O)O[BH-](OC(C)=O)OC(C)=O.[Na+] (sodium triacetoxyborohydride). Solvent: O1CCCC1 (tetrahydrofuran), C(C)(=O)O (acetic acid). The product is CN(C1(CCC(CC1)NCCC)C1=CC=CC=C1)C (N,N-dimethyl-1-phenyl-N′-propyl-cyclohexane-1,4-diamine). Reaction SMILES: [CH3:1][N:2]([CH3:16])[C:3]1([C:10]2[CH:15]=[CH:14][CH:13]=[CH:12][CH:11]=2)[CH2:8][CH2:7][C:6](=O)[CH2:5][CH2:4]1.[CH2:17]([NH2:20])[CH2:18][CH3:19].C(O[BH-](OC(=O)C)OC(=O)C)(=O)C.[Na+].[OH-].[Na+]>O1CCCC1.C(O)(=O)C>[CH3:1][N:2]([CH3:16])[C:3]1([C:10]2[CH:15]=[CH:14][CH:13]=[CH:12][CH:11]=2)[CH2:8][CH2:7][CH:6]([NH:20][CH2:17][CH2:18][CH3:19])[CH2:5][CH2:4]1 |f:2.3,4.5|. Procedure: 10.0 g 4-dimethylamino-4-phenyl-cyclohexanone were dissolved in 160 ml analytical grade tetrahydrofuran, and 2.72 g n-propylamine followed by 5.97 ml glacial acetic acid were added, while stirring in an ice-bath. 13.6 g sodium triacetoxyborohydride were then added in portions in the course of 15 minutes and the mixture was subsequently stirred for approx. 65 hours. For working up, 85 ml two molar sodium hydroxide solution were added dropwise (pH>10) and the mixture was extracted three times with...